The task is: describe an organic reaction: reactants, conditions, products, and yield. This data is from the Open Reaction Database (ORD), a public repository of structured organic reaction records. Reactants: [N+](=O)([O-])C=1C=CC(=NC1)OC=1C=C2CCC(OC2=CC1)C1=CC=CC=C1 (5-nitro-2-(2-phenylchroman-6-yloxy)pyridine), FC1=C(C=CC=C1)C1OC2=CC=C(C=C2C(C1)O)O (2-(2-fluorophenyl)chroman-4,6-diol). The product is FC1=C(C=CC=C1)C1OC2=CC=C(C=C2C(C1)O)OC1=NC=C(C=C1)[N+](=O)[O-] (2-(2-Fluorophenyl)-6-(5-nitropyridin-2-yloxy)chroman-4-ol). As a reaction SMILES: [N+:1]([C:4]1[CH:5]=[CH:6][C:7](OC2C=C3C(=CC=2)OC(C2C=CC=CC=2)CC3)=[N:8][CH:9]=1)([O-:3])=[O:2].[F:27][C:28]1[CH:33]=[CH:32][CH:31]=[CH:30][C:29]=1[CH:34]1[CH2:43][CH:42]([OH:44])[C:41]2[C:36](=[CH:37][CH:38]=[C:39]([OH:45])[CH:40]=2)[O:35]1>>[F:27][C:28]1[CH:33]=[CH:32][CH:31]=[CH:30][C:29]=1[CH:34]1[CH2:43][CH:42]([OH:44])[C:41]2[C:36](=[CH:37][CH:38]=[C:39]([O:45][C:7]3[CH:6]=[CH:5][C:4]([N+:1]([O-:3])=[O:2])=[CH:9][N:8]=3)[CH:40]=2)[O:35]1. Procedure details: 2-(2-Fluorophenyl)-6-(5-nitropyridin-2-yloxy)chroman-4-ol was prepared as described for 5-nitro-2-(2-phenylchroman-6-yloxy)pyridine in Example 1(b) starting from 315 mg of 2-(2-fluorophenyl)chroman-4,6-diol (Example 19(b)). The product was recrystallised from a mixture of 2-propanol and acetone. 1H NMR (400 MHz, d6-DMSO) δ: 9.04 (d, 1H, J 2.9 Hz), 8.61 (dd, 1H, J 9.1, 2.9 Hz), 7.61 (m, 1H), 7.43 (m, 1H), 7.31-7.24 (m, 3H), 7.23 (d, 1H, J 9.1 Hz), 7.02 (dd, 1H, J 8.7, 3.1 Hz), 6.89 (d, 1H, J 8.7 ... Yields the product ClC1=C(C=S)C(=CC=C1)C (2-chloro-6-methylthiobenzaldehyde). Solvent: C(C)(C)(C)OC (methyl tert-butyl ether). Run at temperature -15 celsius, time 12 hour. RXN SMILES: Cl[C:2]1[CH:9]=[CH:8][CH:7]=[C:6]([Cl:10])[C:3]=1C=O.[CH3:11][S-:12].[Na+].[CH3:14]N(C)C=O>C(OC)(C)(C)C>[Cl:10][C:6]1[CH:7]=[CH:8][CH:9]=[C:2]([CH3:14])[C:3]=1[CH:11]=[S:12] |f:1.2|. Reported procedure: 20.0 g (0.114 mol) of 2,6-dichlorobenzaldehyde were dissolved in 100 ml of dimethylformamide and, while stirring at -15° C. under nitrogen protective gas, 7.54 g (0.107 mol) of sodium methanethiolate were added. The mixture was stirred at -10 to -15° C. for 5 h and then at room temperature for 12 h. The mixture was taken up in methyl tert-butyl ether, washed with water, dried over sodium sulfate and concentrated under reduced pressure. Yield 19.6 g (92%) of solid. Starting materials: ClC1=C(C=O)C(=CC=C1)Cl (2,6-dichlorobenzaldehyde), CN(C=O)C (dimethylformamide), C[S-].[Na+] (sodium methanethiolate). Reactants: COC(=O)C(N)Cc1ccc(O)cc1, O=C(O)c1cc2ccccc2cn1. Yields the product COC(=O)C(Cc1ccc(O)cc1)NC(=O)c1cc2ccccc2cn1. As a reaction SMILES: [CH3:1][O:2][C:3]([CH:4]([CH2:5][c:6]1[cH:7][cH:8][c:9]([OH:12])[cH:10][cH:11]1)[NH2:13])=[O:14].[cH:15]1[n:16][c:17]([C:25](=[O:26])[OH:27])[cH:18][c:19]2[cH:20][cH:21][cH:22][cH:23][c:24]12>>[CH3:1][O:2][C:3]([CH:4]([CH2:5][c:6]1[cH:7][cH:8][c:9]([OH:12])[cH:10][cH:11]1)[NH:13][C:25]([c:17]1[n:16][cH:15][c:24]2[c:19]([cH:18]1)[cH:20][cH:21][cH:22][cH:23]2)=[O:26])=[O:14]. Starting materials: crude residue, Cl (HCl), COC1=C(C=CC(=C1)C(F)(F)F)B(O)O ((2-methoxy-4-(trifluoromethyl)phenyl)boronic acid), ClC=1C2=C(N=CN1)CN(CC2)C(=O)OC(C)(C)C (tert-butyl 4-chloro-5,6-dihydropyrido[3,4-d]pyrimidine-7(8H)-carboxylate), C([O-])([O-])=O.[K+].[K+] (potassium carbonate). Reagents/catalysts: C1=CC=C(C=C1)P([C-]2C=CC=C2)C3=CC=CC=C3.C1=CC=C(C=C1)P([C-]2C=CC=C2)C3=CC=CC=C3.Cl[Pd]Cl.[Fe+2].C(Cl)Cl (PdCl2(dppf) CH2Cl2). Run in C(Cl)Cl (DCM), CCOCC (ether), O1CCOCC1 (dioxane), O (water). Reaction conditions: time 8 hour. Yields the product Cl.COC1=C(C=CC(=C1)C(F)(F)F)C=1C2=C(N=CN1)CNCC2 (4-(2-methoxy-4-(trifluoromethyl)phenyl)-5,6,7,8-tetrahydropyrido[3,4-d]pyrimidine hydrochloride). Isolated yield 104.0%. Reaction SMILES: [CH3:1][O:2][C:3]1[CH:8]=[C:7]([C:9]([F:12])([F:11])[F:10])[CH:6]=[CH:5][C:4]=1B(O)O.[Cl:16][C:17]1[C:18]2[CH2:26][CH2:25][N:24](C(OC(C)(C)C)=O)[CH2:23][C:19]=2[N:20]=[CH:21][N:22]=1.C(=O)([O-])[O-].[K+].[K+].Cl>O1CCOCC1.O.C(Cl)Cl.CCOCC.C1C=CC(P(C2C=CC=CC=2)[C-]2C=CC=C2)=CC=1.C1C=CC(P(C2C=CC=CC=2)[C-]2C=CC=C2)=CC=1.Cl[Pd]Cl.[Fe+2].C(Cl)Cl>[ClH:16].[CH3:1][O:2][C:3]1[CH:8]=[C:7]([C:9]([F:12])([F:11])[F:10])[CH:6]=[CH:5][C:4]=1[C:17]1[C:18]2[CH2:26][CH2:25][NH:24][CH2:23][C:19]=2[N:20]=[CH:21][N:22]=1 |f:2.3.4,10.11.12.13.14,15.16|. Procedure: A solution of PdCl2(dppf)-CH2Cl2 adduct (0.091 g, 0.111 mmol), (2-methoxy-4-(trifluoromethyl)phenyl)boronic acid (0.815 g, 3.71 mmol), tert-butyl 4-chloro-5,6-dihydropyrido[3,4-d]pyrimidine-7(8H)-carboxylate (1.000 g, 3.71 mmol), and potassium carbonate (2.050 g, 14.83 mmol) in 12 mL of dioxane and 4 mL water was heated to 110° C. for one hour. The reaction mixture was then diluted with DCM, the organics were dried over MgSO4 and concentrated. The crude residue was treated with HCl (4N in dioxan... Starting materials: C([O-])([O-])=O.[K+].[K+] (potassium carbonate), OC1(CCNCC1)C(C(=O)NC1=CC=CC=C1)C (2-(4-hydroxy-4-piperidyl)-N-phenylpropionamide), ClCCCC1(OCCO1)C1=CC=C(C=C1)F (2-(3-chloropropyl)-2-(p-fluorophenyl)-1,3-dioxolane). Run in CC(=O)N(C)C (dimethyl acetamide), CC(=O)N(C)C (dimethyl acetamide). Run at time 4 hour. The product is FC1=CC=C(C=C1)C(CCCN1CCC(CC1)(O)C(C(=O)NC1=CC=CC=C1)C)=O (2-[1-(4-p-fluorophenyl-4-oxobutyl)-4-hydroxy-4-piperidyl]-N-phenylpropionamide). As a reaction SMILES: C(=O)([O-])[O-].[K+].[K+].[OH:7][C:8]1([CH:14]([CH3:24])[C:15]([NH:17][C:18]2[CH:23]=[CH:22][CH:21]=[CH:20][CH:19]=2)=[O:16])[CH2:13][CH2:12][NH:11][CH2:10][CH2:9]1.Cl[CH2:26][CH2:27][CH2:28][C:29]1([C:34]2[CH:39]=[CH:38][C:37]([F:40])=[CH:36][CH:35]=2)OCC[O:30]1>CC(N(C)C)=O>[F:40][C:37]1[CH:36]=[CH:35][C:34]([C:29](=[O:30])[CH2:28][CH2:27][CH2:26][N:11]2[CH2:12][CH2:13][C:8]([CH:14]([CH3:24])[C:15]([NH:17][C:18]3[CH:23]=[CH:22][CH:21]=[CH:20][CH:19]=3)=[O:16])([OH:7])[CH2:9][CH2:10]2)=[CH:39][CH:38]=1 |f:0.1.2|. Procedure details: 11.0 g of potassium carbonate are added to a solution of 11.0 g of crude 2-(4-hydroxy-4-piperidyl)-N-phenylpropionamide in 150 cc of dimethyl acetamide and the mixture is heated to 100° while stirring. A solution of 13.1 g of 2-(3-chloropropyl)-2-(p-fluorophenyl)-1,3-dioxolane in 20 cc of dimethyl acetamide is subsequently added dropwise while stirring vigorously and the temperature is kept at 100° for 4 hours. The solution is subsequently cooled and the potassium carbonate is filtered off and t... Starting materials: [N+](=O)([O-])C1=C(C=CC=C1)NC1CCOCC1 ((2-nitrophenyl)(tetrahydropyran-4-yl)amine). The reagents and catalysts are [Pd] (Pd/C). The solvent is CCOC(=O)C (EtOAc). Reaction conditions: time 3 day. The product is O1CCC(CC1)NC=1C(=CC=CC1)N (N-(Tetrahydropyran-4-yl)benzene-1,2-diamine). As a reaction SMILES: [N+:1]([C:4]1[CH:9]=[CH:8][CH:7]=[CH:6][C:5]=1[NH:10][CH:11]1[CH2:16][CH2:15][O:14][CH2:13][CH2:12]1)([O-])=O>CCOC(C)=O.[Pd]>[O:14]1[CH2:13][CH2:12][CH:11]([NH:10][C:5]2[C:4]([NH2:1])=[CH:9][CH:8]=[CH:7][CH:6]=2)[CH2:16][CH2:15]1. Procedure details: A mixture of (2-nitrophenyl)(tetrahydropyran-4-yl)amine (1.58 g, 7.09 mmol) and 10% Pd/C (400 mg) in EtOAc (30 mL) was degassed with a stream of nitrogen and stirred at RT under a hydrogen atmosphere for 3 days. The suspension was then filtered through a pad of celite and the filtrate was concentrated in vacuo affording N-(Tetrahydropyran-4-yl)benzene-1,2-diamine as a colourless oil (quantitative). 1H NMR (CDCl3, 400 MHz): δ 6.83-6.64 (4H, m), 4.01 (2H, d, J=11.69 Hz), 3.57-3.41 (3H, m), 3.40-3....